From a dataset of the Open Reaction Database (ORD), a public repository of structured organic reaction records. describe an organic reaction: reactants, conditions, products, and yield Starting materials: N (ammonia), O1CCOCC1 (dioxane), C(C1=CC=CC=C1)OC(=O)NCCS(=O)(=O)Cl (2-benzyloxyformamidoethylsulfonyl chloride). The solvent is C(C)#N (acetonitrile). Reaction conditions: time 2 hour. Yields the product C(C1=CC=CC=C1)OC(=O)NCCS(=O)(=O)N (2-benzyloxyformamidoethylsulfonamide). Yield: 74.0%. Reaction SMILES: [NH3:1].O1CCOCC1.[CH2:8]([O:15][C:16]([NH:18][CH2:19][CH2:20][S:21](Cl)(=[O:23])=[O:22])=[O:17])[C:9]1[CH:14]=[CH:13][CH:12]=[CH:11][CH:10]=1>C(#N)C>[CH2:8]([O:15][C:16]([NH:18][CH2:19][CH2:20][S:21]([NH2:1])(=[O:23])=[O:22])=[O:17])[C:9]1[CH:14]=[CH:13][CH:12]=[CH:11][CH:10]=1. Reported procedure: In a reaction flask, 100 ml of aqueous ammonia and 100 ml of dioxane were added, and a solution of 17.9 g 2-benzyloxyformamidoethylsulfonyl chloride in acetonitrile (30 ml) was added dropwise under ice-bath condition. The mixture was stirred for 2 h at room temperature. Upon the end of the dropping, the mixture was concentrated under a reduced pressure, and was then filtered, the filter cake was washed with water, and dried to obtain 12.3 g of white solid, yield 74%. The reactants are Clc1cc(Cl)ncn1, CCn1cc(C(=O)O)c2ccc(O)cc21. Yields the product CCn1cc(C(=O)O)c2ccc(Oc3cc(Cl)ncn3)cc21. RXN SMILES: [Cl:16][c:17]1[n:18][cH:19][n:20][c:21]([Cl:23])[cH:22]1.[OH:1][c:2]1[cH:3][cH:4][c:5]2[c:6]([C:13](=[O:14])[OH:15])[cH:7][n:8]([CH2:11][CH3:12])[c:9]2[cH:10]1>>[O:1]([c:2]1[cH:3][cH:4][c:5]2[c:6]([C:13](=[O:14])[OH:15])[cH:7][n:8]([CH2:11][CH3:12])[c:9]2[cH:10]1)[c:21]1[n:20][cH:19][n:18][c:17]([Cl:16])[cH:22]1. Reactants: CN1C(CC[C@@]2(C3=C(CC[C@@H]12)C=C(C=C3)Br)C)=O ((+)-(4aR)-(10bR)-4-methyl-8-bromo-10b-methyl-1,2,3,4,4a,5,6,10b-octahydrobenzo[f]quinolin-3-one), S(=O)(=O)(C1=CC=CC=2C(N(C)C)=CC=CC12)NC=1C=C(C=CC1)B(O)O (3-dansylaminophenylboronic acid), C([O-])([O-])=O.[Na+].[Na+] (sodium carbonate), C1(=CC=CC=C1)C (toluene). Reagents/catalysts: [Pd].C1(=CC=CC=C1)P(C1=CC=CC=C1)C1=CC=CC=C1.C1(=CC=CC=C1)P(C1=CC=CC=C1)C1=CC=CC=C1.C1(=CC=CC=C1)P(C1=CC=CC=C1)C1=CC=CC=C1.C1(=CC=CC=C1)P(C1=CC=CC=C1)C1=CC=CC=C1 (tetrakis (triphenylphosphine) palladium (0)). The solvent is CO (methanol), ClCCl (dichloromethane). Yields the product CN1C(CC[C@@]2(C3=C(CC[C@@H]12)C=C(C=C3)C3=CC(=CC=C3)NS(=O)(=O)C3=CC=CC1=C(C=CC=C31)N(C)C)C)=O ((+)-(4aR)-(10bR)-4-methyl-8-[3-([5-dimethylamino-1-naphthyl]sulfonylamino)phenyl]-10b-methyl-1,2,3,4,4a,5,6,10b-octahydrobenzo[f]quinolin-3-one). Isolated yield 62.9%. RXN SMILES: [CH3:1][N:2]1[C@H:11]2[C@@:6]([CH3:17])([C:7]3[CH:15]=[CH:14][C:13](Br)=[CH:12][C:8]=3[CH2:9][CH2:10]2)[CH2:5][CH2:4][C:3]1=[O:18].[S:19]([NH:35][C:36]1[CH:37]=[C:38](B(O)O)[CH:39]=[CH:40][CH:41]=1)([C:22]1[C:34]2[CH:33]=[CH:32][CH:31]=[C:27]([N:28]([CH3:30])[CH3:29])[C:26]=2[CH:25]=[CH:24][CH:23]=1)(=[O:21])=[O:20].C(=O)([O-])[O-].[Na+].[Na+].C1(C)C=CC=CC=1>ClCCl.[Pd].C1(P(C2C=CC=CC=2)C2C=CC=CC=2)C=CC=CC=1.C1(P(C2C=CC=CC=2)C2C=CC=CC=2)C=CC=CC=1.C1(P(C2C=CC=CC=2)C2C=CC=CC=2)C=CC=CC=1.C1(P(C2C=CC=CC=2)C2C=CC=CC=2)C=CC=CC=1.CO>[CH3:1][N:2]1[C@H:11]2[C@@:6]([CH3:17])([C:7]3[CH:15]=[CH:14][C:13]([C:38]4[CH:39]=[CH:40][CH:41]=[C:36]([NH:35][S:19]([C:22]5[C:34]6[C:26](=[C:27]([N:28]([CH3:30])[CH3:29])[CH:31]=[CH:32][CH:33]=6)[CH:25]=[CH:24][CH:23]=5)(=[O:21])=[O:20])[CH:37]=4)=[CH:12][C:8]=3[CH2:9][CH2:10]2)[CH2:5][CH2:4][C:3]1=[O:18] |f:2.3.4,7.8.9.10.11|. Reported procedure: A 15 mL round bottom flask was charged with (+)-(4aR)-(10bR)-4-methyl-8-bromo-10b-methyl-1,2,3,4,4a,5,6,10b-octahydrobenzo[f]quinolin-3-one (83 mg, 0.27 mmol), tetrakis (triphenylphosphine) palladium (0) (23 mg, 0.02 mmol), 3-dansylaminophenylboronic acid (99 mg, 0.27 mmol), 0.3 mL of 2M sodium carbonate solution, 0.5 mL of toluene, and 0.1 mL of methanol, fitted with a reflux condenser, and the stirred mixture was heated at 80°, under nitrogen, for 24 h. The mixture was cooled, diluted with dic... Starting materials: CN1CCN(CC1)C1=CC=CC2=C1C[C@@H](CO2)NC(C2=CC=C(C=C2)N2CCN(CC2)CC2=CC=CC=C2)=O ((S)-N-[5-(4-Methylpiperazin-1-yl)-3,4 dihydro-2H-1-benzopyran-3-yl]-4-(4-benzylpiperazin-1-yl)benzamide), C(=O)[O-].[NH4+] (ammonium formate). Reagents/catalysts: [Pd] (Palladium). Run in CO (methanol). Reaction conditions: temperature 50 celsius, time 19 hour. The product is CN1CCN(CC1)C1=CC=CC2=C1C[C@@H](CO2)NC(C2=CC=C(C=C2)N2CCNCC2)=O ((S)-N-[5-(4-Methylpiperazin-1-yl)-3,4 dihydro-2H-1-benzopyran-3-yl]-4-(piperazin-1-yl)benzamide). The yield is 93.3%. As a reaction SMILES: [CH3:1][N:2]1[CH2:7][CH2:6][N:5]([C:8]2[C:13]3[CH2:14][C@H:15]([NH:18][C:19](=[O:39])[C:20]4[CH:25]=[CH:24][C:23]([N:26]5[CH2:31][CH2:30][N:29](CC6C=CC=CC=6)[CH2:28][CH2:27]5)=[CH:22][CH:21]=4)[CH2:16][O:17][C:12]=3[CH:11]=[CH:10][CH:9]=2)[CH2:4][CH2:3]1.C([O-])=O.[NH4+]>CO.[Pd]>[CH3:1][N:2]1[CH2:3][CH2:4][N:5]([C:8]2[C:13]3[CH2:14][C@H:15]([NH:18][C:19](=[O:39])[C:20]4[CH:21]=[CH:22][C:23]([N:26]5[CH2:27][CH2:28][NH:29][CH2:30][CH2:31]5)=[CH:24][CH:25]=4)[CH2:16][O:17][C:12]=3[CH:11]=[CH:10][CH:9]=2)[CH2:6][CH2:7]1 |f:1.2|. Procedure details: (S)-N-[5-(4-Methylpiperazin-1-yl)-3,4 dihydro-2H-1-benzopyran-3-yl]-4-(4-benzylpiperazin-1-yl)benzamide (1.7 g, 3.2 mmol) was dissolved in methanol (100 mL). Palladium (10%) on activated carbon (510 mg) and ammonium formate (1.6 g, 26 mmol) were added and the reaction mixture was stirred at 50° C. for 19 h. The catalyst was filtered off and the solvent was evaporated in vacuo to give 1.3 g (92% yield) of the title compound as a pale yellow solid: mp>102° C. sinters; EIMS (70 eV) m/z (relative in... Reactants: C[O-].[Na+] (Sodium methoxide), [N+](=O)([O-])C (nitromethane), C1(=CC=CC=C1)CC=O (phenylacetaldehyde). Solvent: CO (methanol), CO (methanol). Run at time 10 minute. Yields the product [N+](=O)([O-])CC(CC1=CC=CC=C1)O ((±)-1-Nitromethyl-2-phenylethanol). Yield: 80.1%. Reaction SMILES: C[O-].[Na+].[N+:4]([CH3:7])([O-:6])=[O:5].[C:8]1([CH2:14][CH:15]=[O:16])[CH:13]=[CH:12][CH:11]=[CH:10][CH:9]=1>CO>[N+:4]([CH2:7][CH:15]([OH:16])[CH2:14][C:8]1[CH:13]=[CH:12][CH:11]=[CH:10][CH:9]=1)([O-:6])=[O:5] |f:0.1|. Procedure details: Sodium methoxide (1.1 g) was added to a stirred solution of nitromethane (Aldrich, 12.2 g) in methanol (100 ml) at 0° C. and the mixture stirred for 10 minutes. A solution of phenylacetaldehyde (Aldrich, 24.0 g) in methanol (50 ml) was added dropwise over 15 minutes and the mixture stirred for 45 minutes at 0° C., then brought to room temperature over 1 hour and stirred overnight. The mixture was evaporated in vacuo and the residue taken up in water and extracted with ether. The combined extract... Reactants: C[Si](C)(C)[N-][Si](C)(C)C.[Li+] (lithium bis(trimethylsilyl)amide), solution, N1(CCOCC1)CC1=CC=C2C(=N1)COC2=O (2-morpholin-4-ylmethyl-7H-furo[3,4-b]pyridin-5-one), FC=1C=C2CC(NC2=CC1)=O (5-fluoro-1,3-dihydro-indol-2-one), Cl (HCl). The solvent is C1CCOC1 (THF), C1CCOC1 (THF), C1CCOC1 (THF). Run at time 10 minute. Yields the product FC=1C=C2C(C(NC2=CC1)=O)=C1OCC2=NC(=CC=C21)CN2CCOCC2 (5-Fluoro-3-(2-morpholin-4-ylmethyl-7H-furo[3,4-b]pyridin-5-ylidene)-1,3-dihydro-indol-2-one). The yield is 35.4%. RXN SMILES: [F:1][C:2]1[CH:3]=[C:4]2[C:8](=[CH:9][CH:10]=1)[NH:7][C:6](=[O:11])[CH2:5]2.C[Si]([N-][Si](C)(C)C)(C)C.[Li+].[N:22]1([CH2:28][C:29]2[N:34]=[C:33]3[CH2:35][O:36][C:37](=O)[C:32]3=[CH:31][CH:30]=2)[CH2:27][CH2:26][O:25][CH2:24][CH2:23]1.Cl>C1COCC1>[F:1][C:2]1[CH:3]=[C:4]2[C:8](=[CH:9][CH:10]=1)[NH:7][C:6](=[O:11])[C:5]2=[C:37]1[C:32]2[C:33](=[N:34][C:29]([CH2:28][N:22]3[CH2:27][CH2:26][O:25][CH2:24][CH2:23]3)=[CH:30][CH:31]=2)[CH2:35][O:36]1 |f:1.2|. Procedure: A solution of 5-fluoro-1,3-dihydro-indol-2-one (113 mg, 0.75 mmol.) in THF (1 mL) is placed under an argon atmosphere cooled in an ice bath. A solution of lithium bis(trimethylsilyl)amide (2 mL of a 1M solution in THF, 2 mmol) is added slowly at 0° C. and the resulting solution is stirred for 10 min. The ice-bath is removed and a solution of 2-morpholin-4-ylmethyl-7H-furo[3,4-b]pyridin-5-one (120 mg, 0.5 mmol) in THF (2 mL) is added dropwise to the reaction mixture. The resulting solution is sti... Starting materials: CN(C)C=NS(=O)(=O)c1ccccc1-c1ccc(CNCc2ccccc2)cc1, ClCCl, Cc1ccccc1CC(=O)Cl, c1ccncc1. The product is Cc1ccccc1CC(=O)N(Cc1ccccc1)Cc1ccc(-c2ccccc2S(=O)(=O)N=CN(C)C)cc1. As a reaction SMILES: [CH3:1][N:2]([CH3:3])[CH:4]=[N:5][S:6](=[O:7])(=[O:8])[c:9]1[c:10](-[c:15]2[cH:16][cH:17][c:18]([CH2:21][NH:22][CH2:23][c:24]3[cH:25][cH:26][cH:27][cH:28][cH:29]3)[cH:19][cH:20]2)[cH:11][cH:12][cH:13][cH:14]1.[Cl:47][CH2:48][Cl:49].[c:36]1([CH3:46])[c:37]([CH2:42][C:43](=[O:44])[Cl:45])[cH:38][cH:39][cH:40][cH:41]1.[cH:30]1[cH:31][cH:32][n:33][cH:34][cH:35]1>>[CH3:1][N:2]([CH3:3])[CH:4]=[N:5][S:6](=[O:7])(=[O:8])[c:9]1[c:10](-[c:15]2[cH:16][cH:17][c:18]([CH2:21][N:22]([CH2:23][c:24]3[cH:25][cH:26][cH:27][cH:28][cH:29]3)[C:43]([CH2:42][c:37]3[c:36]([CH3:46])[cH:41][cH:40][cH:39][cH:38]3)=[O:44])[cH:19][cH:20]2)[cH:11][cH:12][cH:13][cH:14]1.